Dataset: the Open Reaction Database (ORD), a public repository of structured organic reaction records. Task: describe an organic reaction: reactants, conditions, products, and yield The reactants are ClC(=O)N1C2=C(NC(C3=C1C=CC=C3)=O)C=CC=N2 (11-(chlorocarbonyl)-5,11-dihydro-6H-pyrido[2,3-b][1,4]benzodiazepin-6-one), N1(CCCCC1)CCCC1CCN(CC1)CCN (2-[4-[3-(piperidin-1-yl)propyl)-piperidin-1-yl]ethanamine). Run in C(C)#N (acetonitrile). The product is N1(CCCCC1)CCCC1CCN(CC1)CCNC(=O)N1C2=C(NC(C3=C1C=CC=C3)=O)C=CC=N2 (5,11-Dihydro-11-[[[2-[4-[3-(piperidin-1-yl)propyl]-piperidin-1-yl]ethyl]amino]carbonyl]-6H-pyrido[2,3-b][1,4]benzodiazepin-6-one). Isolated yield 16.0%. As a reaction SMILES: Cl[C:2]([N:4]1[C:10]2[CH:11]=[CH:12][CH:13]=[CH:14][C:9]=2[C:8](=[O:15])[NH:7][C:6]2[CH:16]=[CH:17][CH:18]=[N:19][C:5]1=2)=[O:3].[N:20]1([CH2:26][CH2:27][CH2:28][CH:29]2[CH2:34][CH2:33][N:32]([CH2:35][CH2:36][NH2:37])[CH2:31][CH2:30]2)[CH2:25][CH2:24][CH2:23][CH2:22][CH2:21]1>C(#N)C>[N:20]1([CH2:26][CH2:27][CH2:28][CH:29]2[CH2:34][CH2:33][N:32]([CH2:35][CH2:36][NH:37][C:2]([N:4]3[C:10]4[CH:11]=[CH:12][CH:13]=[CH:14][C:9]=4[C:8](=[O:15])[NH:7][C:6]4[CH:16]=[CH:17][CH:18]=[N:19][C:5]3=4)=[O:3])[CH2:31][CH2:30]2)[CH2:25][CH2:24][CH2:23][CH2:22][CH2:21]1. Reported procedure: Prepared analogously to Example 1 from 11-(chlorocarbonyl)-5,11-dihydro-6H-pyrido[2,3-b][1,4]benzodiazepin-6-one and 2-[4-[3-(piperidin-1-yl)propyl)-piperidin-1-yl]ethanamine in a yield of 16% of theory. Colourless crystals, m.p. 192°-193° C. (acetonitrile). Reactants: O=C1CCC(=O)N1Br, CC#N, CCOC(C)=O, O=Cc1cccc(F)c1O. The product is O=Cc1cc(Br)cc(F)c1O. Reaction SMILES: [Br:11][N:12]1[C:13](=[O:14])[CH2:15][CH2:16][C:17]1=[O:18].[CH3:19][C:20]#[N:21].[CH3:22][CH2:23][O:24][C:25](=[O:26])[CH3:27].[F:1][c:2]1[c:3]([OH:10])[c:4]([CH:5]=[O:6])[cH:7][cH:8][cH:9]1>>[F:1][c:2]1[c:3]([OH:10])[c:4]([CH:5]=[O:6])[cH:7][c:8]([Br:11])[cH:9]1. Reactants: NCC=1C(=NC(=C(C1)F)NC1=NNC(=C1)C1CC1)N[C@@H](C)C1=CC=C(C=C1)F ((S)-3-(Aminomethyl)-N6-(5-cyclopropyl-1H-pyrazol-3-yl)-5-fluoro-N2-(1-(4-fluorophenyl)ethyl)pyridine-2,6-diamine), FC(S(=O)(=O)Cl)(F)F (trifluoromethylsulfonyl chloride). The reagents and catalysts are CN(C)C=1C=CN=CC1 (DMAP). Run in C1CCOC1 (THF). Conditions: time 15 hour. Product: C1(CC1)C1=CC(=NN1)NC1=C(C=C(C(=N1)N[C@@H](C)C1=CC=C(C=C1)F)CNS(=O)(=O)C(F)(F)F)F ((S)—N-((6-(5-Cyclopropyl-1H-pyrazol-3-ylamino)-5-fluoro-2-(1-(4-fluorophenyl)ethylamino)pyridin-3-yl)methyl)-1,1,1-trifluoromethanesulfonamide). The yield is 15.0%. Reaction SMILES: [NH2:1][CH2:2][C:3]1[C:4]([NH:19][C@H:20]([C:22]2[CH:27]=[CH:26][C:25]([F:28])=[CH:24][CH:23]=2)[CH3:21])=[N:5][C:6]([NH:10][C:11]2[CH:15]=[C:14]([CH:16]3[CH2:18][CH2:17]3)[NH:13][N:12]=2)=[C:7]([F:9])[CH:8]=1.[F:29][C:30]([F:36])([F:35])[S:31](Cl)(=[O:33])=[O:32]>C1COCC1.CN(C1C=CN=CC=1)C>[CH:16]1([C:14]2[NH:13][N:12]=[C:11]([NH:10][C:6]3[N:5]=[C:4]([NH:19][C@H:20]([C:22]4[CH:23]=[CH:24][C:25]([F:28])=[CH:26][CH:27]=4)[CH3:21])[C:3]([CH2:2][NH:1][S:31]([C:30]([F:36])([F:35])[F:29])(=[O:33])=[O:32])=[CH:8][C:7]=3[F:9])[CH:15]=2)[CH2:18][CH2:17]1. Reported procedure: To a solution of (S)-3-(aminomethyl)-N6-(5-cyclopropyl-1H-pyrazol-3-yl)-5-fluoro-N2-(1-(4-fluorophenyl)ethyl)pyridine-2,6-diamine (Example 3, 0.10 g, 0.26 mmol) in THF (5 ml) at room temperature was added 1.1 equivalent of trifluoromethylsulfonyl chloride loaded TFP resin, and DMAP (0.031 g, 0.26 mmol). The reaction was then stirred at room temperature for 15 hours and filtered. The remaining resin was then washed with THF (2×10 ml for 20 min), and then combined organic fractions were concentrat... Starting materials: O=C(O)c1ccc2nccnc2c1, Cc1ccccc1N. The reagents and catalysts are [B-](F)(F)(F)F.CN(C)C(=[N+](C)C)ON1C(=O)C2=CC=CC=C2N=N1 (TDBTU), CCN(C(C)C)C(C)C (DIPEA). Run in CN(C)C=O (DMF), CN(C)C=O (DMF), CN(C)C=O (DMF), CN(C)C=O (DMF), CN(C)C=O (DMF), CN(C)C=O (DMF). Conditions: temperature 25 celsius, time 2 hour. Yields the product Cc1ccccc1NC(=O)c1ccc2nccnc2c1. Yield: 43.3%. As a reaction SMILES: Cc1ccccc1N.O=C(O)c1ccc2nccnc2c1.[B-](F)(F)(F)F.CN(C)C(=[N+](C)C)ON1C(=O)C2=CC=CC=C2N=N1.CCN(C(C)C)C(C)C.CN(C)C=O>>Cc1ccccc1NC(=O)c1ccc2nccnc2c1. Reactants: CS, CCO, CC(c1ccc(-c2ccccc2)c(F)c1)c1nc(CCCl)no1, [Na]. The product is CSCCc1noc(C(C)c2ccc(-c3ccccc3)c(F)c2)n1. As a reaction SMILES: [CH3:24][SH:25].[CH3:27][CH2:28][OH:29].[Cl:1][CH2:2][CH2:3][c:4]1[n:5][o:6][c:7]([CH:9]([c:10]2[cH:11][c:12]([F:22])[c:13](-[c:16]3[cH:17][cH:18][cH:19][cH:20][cH:21]3)[cH:14][cH:15]2)[CH3:23])[n:8]1.[Na:26]>>[CH2:2]([CH2:3][c:4]1[n:5][o:6][c:7]([CH:9]([c:10]2[cH:11][c:12]([F:22])[c:13](-[c:16]3[cH:17][cH:18][cH:19][cH:20][cH:21]3)[cH:14][cH:15]2)[CH3:23])[n:8]1)[S:25][CH3:24]. Reactants: O (water), ClC1=C(C=C(C(=C1)F)N=C1SC(N2N1CCCC2)=O)N2C(N(C(NC2=O)=O)CC(=O)OC(C)C)=O (isopropyl 3-{2-chloro-4-fluoro-5-[(tetrahydro-3-oxo-1H,3H-[1,3,4]thiadiazolo[3,4-a]-pyridazin-1-ylidene)amino]phenyl}tetrahydro-2,4,6-trioxo-s-triazine-1(2H)-acetate), C([O-])([O-])=O.[K+].[K+] (potassium carbonate), BrCC(=O)OC(C)C (isopropyl bromoacetate). The solvent is CN(C=O)C (N,N-dimethylformamide). Run at time 8 hour. Product: ethyl acetate hexanes, ClC1=C(C=C(C(=C1)F)N=C1SC(N2N1CCCC2)=O)N2C(N(C(N(C2=O)CC(=O)OC(C)C)=O)CC(=O)OC(C)C)=O (Diisopropyl 5-{2-chloro-4-fluoro-5-[(tetrahydro-3-oxo-1H, 3H-[1,3,4 ]thiadiazolo[3,4-a]pyridazin-1-ylidene) amino]phenyl}dihydro-2,4,6-trioxo-s-triazine-1,3 (2H,4H)-diacetate). The yield is 29.5%. As a reaction SMILES: [Cl:1][C:2]1[CH:7]=[C:6]([F:8])[C:5]([N:9]=[C:10]2[N:14]3[CH2:15][CH2:16][CH2:17][CH2:18][N:13]3[C:12](=[O:19])[S:11]2)=[CH:4][C:3]=1[N:20]1[C:25](=[O:26])[NH:24][C:23](=[O:27])[N:22]([CH2:28][C:29]([O:31][CH:32]([CH3:34])[CH3:33])=[O:30])[C:21]1=[O:35].C(=O)([O-])[O-].[K+].[K+].Br[CH2:43][C:44]([O:46][CH:47]([CH3:49])[CH3:48])=[O:45].O>CN(C)C=O>[Cl:1][C:2]1[CH:7]=[C:6]([F:8])[C:5]([N:9]=[C:10]2[N:14]3[CH2:15][CH2:16][CH2:17][CH2:18][N:13]3[C:12](=[O:19])[S:11]2)=[CH:4][C:3]=1[N:20]1[C:25](=[O:26])[N:24]([CH2:43][C:44]([O:46][CH:47]([CH3:49])[CH3:48])=[O:45])[C:23](=[O:27])[N:22]([CH2:28][C:29]([O:31][CH:32]([CH3:33])[CH3:34])=[O:30])[C:21]1=[O:35] |f:1.2.3|. Procedure details: A mixture of isopropyl 3-{2-chloro-4-fluoro-5-[(tetrahydro-3-oxo-1H,3H-[1,3,4]thiadiazolo[3,4-a]-pyridazin-1-ylidene)amino]phenyl}tetrahydro-2,4,6-trioxo-s-triazine-1(2H)-acetate (0.85 g, 1.62 mmol), potassium carbonate (0.27 g, 1.95 mmol) and isopropyl bromoacetate (0,353 g, 1.95 mmol)in N,N-dimethylformamide is stirred overnight at room temperature and poured into water. The aqueous mixture is extracted with ethyl acetate. The organic extract is washed with brine, dried over anhydrous magnesiu...